This data is from the Open Reaction Database (ORD), a public repository of structured organic reaction records. The task is: describe an organic reaction: reactants, conditions, products, and yield The reactants are FC1=CC(=C(N)C=C1F)[N+](=O)[O-] (4,5-difluoro-2-nitroaniline), BrN1C(CCC1=O)=O (N-bromosuccinimide), BrN1C(CCC1=O)=O (N-bromosuccinimide), O (H2O), C(C)(=O)OCC (ethyl acetate). Solvent: hexanes, CN(C)C=O (DMF), CN(C)C=O (DMF). Reaction conditions: time 8 hour. Product: BrC1=C(N)C(=CC(=C1F)F)[N+](=O)[O-] (2-Bromo-3,4-difluoro-6-nitroaniline). RXN SMILES: [F:1][C:2]1[C:8]([F:9])=[CH:7][C:5]([NH2:6])=[C:4]([N+:10]([O-:12])=[O:11])[CH:3]=1.[Br:13]N1C(=O)CCC1=O.C(OCC)(=O)C.O>CN(C=O)C>[Br:13][C:7]1[C:8]([F:9])=[C:2]([F:1])[CH:3]=[C:4]([N+:10]([O-:12])=[O:11])[C:5]=1[NH2:6]. Procedure: 2-Bromo-3,4-difluoro-6-nitroaniline was prepared using an adaptation of the method of Mitchell et al. (Mitchell, R. H. et al., J. Org. Chem. 44: 4733 (1979)). To a solution of 4,5-difluoro-2-nitroaniline (500 mg, 2.87 mmol) in DMF (25 mL) under N2 was added all at once N-bromosuccinimide (511 mg, 2.87 mmol) in dry DMF (16 mL). The reaction was allowed to stir overnight. TLC (1:1 hexanes:ethyl acetate) showed still some starting material present. Additional N-bromosuccinimide (100 mg) was added a...